Dataset: the Open Reaction Database (ORD), a public repository of structured organic reaction records. Task: describe an organic reaction: reactants, conditions, products, and yield Starting materials: OC(CCC1OCCCO1)c1ccc(Br)cc1, ClCCl, O=[Cr](=O)([O-])Cl, c1cc[nH+]cc1. RXN SMILES: [Br:12][c:13]1[cH:14][cH:15][c:16]([CH:19]([CH2:20][CH2:21][CH:22]2[O:23][CH2:24][CH2:25][CH2:26][O:27]2)[OH:28])[cH:17][cH:18]1.[Cl:29][CH2:30][Cl:31].[O:1]=[Cr:2]([Cl:3])([O-:4])=[O:5].[nH+:6]1[cH:7][cH:8][cH:9][cH:10][cH:11]1>>[Br:12][c:13]1[cH:14][cH:15][c:16]([C:19]([CH2:20][CH2:21][CH:22]2[O:23][CH2:24][CH2:25][CH2:26][O:27]2)=[O:28])[cH:17][cH:18]1. The product is O=C(CCC1OCCCO1)c1ccc(Br)cc1. Starting materials: C(=O)(Cl)Cl (phosgene), C(CCCC)C1=NN=C(S1)N (5-pentyl-2-amino-1,3,4-thiadiazole). The solvent is C(C)(=O)OCC (ethyl acetate), C(C)(=O)OCC (ethyl acetate). Run at time 16 hour. Product: C(CCCC)C1=NN=C(S1)N=C=O (5-pentyl-1,3,4-thiadiazol-2-yl isocyanate). As a reaction SMILES: [C:1](Cl)(Cl)=[O:2].[CH2:5]([C:10]1[S:14][C:13]([NH2:15])=[N:12][N:11]=1)[CH2:6][CH2:7][CH2:8][CH3:9]>C(OCC)(=O)C>[CH2:5]([C:10]1[S:14][C:13]([N:15]=[C:1]=[O:2])=[N:12][N:11]=1)[CH2:6][CH2:7][CH2:8][CH3:9]. Reported procedure: A saturated solution of phosgene in ethyl acetate (100 ml) is charged into a glass reaction vessel equipped with a mechanical stirrer. A slurry of 5-pentyl-2-amino-1,3,4-thiadiazole (40 grams) in ethyl acetate (300 ml) is added to the reaction vessel and the resulting mixture is stirred for a period of about 16 hours, resulting in the formation of a precipitate. The reaction mixture is then purged with nitrogen gas to remove unreacted phosgene. The purged mixture is then filtered to recover the ...